This data is from the Open Reaction Database (ORD), a public repository of structured organic reaction records. The task is: describe an organic reaction: reactants, conditions, products, and yield The reactants are COC(=O)CCn1nc(-c2c(-c3ccccc3)nn3ccccc23)ccc1=O, CO, [Na+], [OH-]. Reaction SMILES: [CH3:1][O:2][C:3](=[O:4])[CH2:5][CH2:6][n:7]1[n:8][c:9](-[c:14]2[c:15](-[c:23]3[cH:24][cH:25][cH:26][cH:27][cH:28]3)[n:16][n:17]3[c:18]2[cH:19][cH:20][cH:21][cH:22]3)[cH:10][cH:11][c:12]1=[O:13].[CH3:31][OH:32].[Na+:30].[OH-:29]>>[O:2]=[C:3]([OH:4])[CH2:5][CH2:6][n:7]1[n:8][c:9](-[c:14]2[c:15](-[c:23]3[cH:24][cH:25][cH:26][cH:27][cH:28]3)[n:16][n:17]3[c:18]2[cH:19][cH:20][cH:21][cH:22]3)[cH:10][cH:11][c:12]1=[O:13]. Product: O=C(O)CCn1nc(-c2c(-c3ccccc3)nn3ccccc23)ccc1=O. The reactants are polymer, C(\C=C\C=C\C)O (sorbyl alcohol), [Li] (lithium), CCCCCC (hexane), C(C)O (ethanol). Solvent: C1CCOC1 (THF). Yields the product C(\C=C\C=C\C)OC\C=C\C=C\C (Sorbyl Ether). As a reaction SMILES: [CH2:1]([OH:7])/[CH:2]=[CH:3]/[CH:4]=[CH:5]/[CH3:6].[Li].[CH3:9][CH2:10][CH2:11][CH2:12][CH2:13][CH3:14].C(O)C>C1COCC1>[CH2:1]([O:7][CH2:9]/[CH:10]=[CH:11]/[CH:12]=[CH:13]/[CH3:14])/[CH:2]=[CH:3]/[CH:4]=[CH:5]/[CH3:6] |^1:7|. Reported procedure: A mixture of 10 g of the polymer from Example 17, 2.2 ml of sorbyl alcohol (2,4-hexadienol) and 0.1 g of lithium metal in 100 ml of THF was refluxed under nitrogen for 18 hours. The mixture was then cooled and a 10-ml portion was poured into 100 ml of hexane containing 2 ml of ethanol to obtain the solid product. To further purify, it was redissolved in 10 ml of THF and suction filtered through a fine frit into 100 ml of water. The precipitated solid was collected and dried.